From a dataset of the Open Reaction Database (ORD), a public repository of structured organic reaction records. describe an organic reaction: reactants, conditions, products, and yield Reactants: CN1C(C=CC2=CC(=CC=C12)COC=1C=C(C=C(C1)C(F)(F)F)C1(CCOCC1)O)=O (4-[3-(1,2-dihydro-1-methyl-2-oxoquinolin-6-ylmethoxy)-5-trifluoromethylphenyl]-4-hydroxytetrahydropyran), CI (methyl iodide). Product: CN1C(C=CC2=CC(=CC=C12)COC=1C=C(C=C(C1)C(F)(F)F)C1(CCOCC1)OC)=O (4-[3-(1,2-dihydro-1-methyl-2-oxoquinolin-6-ylmethoxy)-5-trifluoromethylphenyl]-4-methoxytetrahydropyran). Yield: 95.0%. Reaction SMILES: [CH3:1][N:2]1[C:11]2[C:6](=[CH:7][C:8]([CH2:12][O:13][C:14]3[CH:15]=[C:16]([C:24]4([OH:30])[CH2:29][CH2:28][O:27][CH2:26][CH2:25]4)[CH:17]=[C:18]([C:20]([F:23])([F:22])[F:21])[CH:19]=3)=[CH:9][CH:10]=2)[CH:5]=[CH:4][C:3]1=[O:31].[CH3:32]I>>[CH3:1][N:2]1[C:11]2[C:6](=[CH:7][C:8]([CH2:12][O:13][C:14]3[CH:15]=[C:16]([C:24]4([O:30][CH3:32])[CH2:25][CH2:26][O:27][CH2:28][CH2:29]4)[CH:17]=[C:18]([C:20]([F:21])([F:22])[F:23])[CH:19]=3)=[CH:9][CH:10]=2)[CH:5]=[CH:4][C:3]1=[O:31]. Procedure details: Using the procedure described in Example 11, 4-[3-(1,2-dihydro-1-methyl-2-oxoquinolin-6-ylmethoxy)-5-trifluoromethylphenyl]-4-hydroxytetrahydropyran was reacted with methyl iodide to give 4-[3-(1,2-dihydro-1-methyl-2-oxoquinolin-6-ylmethoxy)-5-trifluoromethylphenyl]-4-methoxytetrahydropyran in 95% yield, m.p. 103° C. Reactants: Br, CC(=O)O[BH-](OC(C)=O)OC(C)=O, CCN(CC)CCN(CC=O)C(=O)CCOCCc1ccc2ccccc2c1, CN1CCCC1=O, CO, CCO, ClCCl, Cl, NCCc1ccc(O)c2[nH]c(=O)sc12, [Na+], [Na+], [OH-], O. Yields the product CCN(CC)CCN(CCNCCc1ccc(O)c2[nH]c(=O)sc12)C(=O)CCOCCc1ccc2ccccc2c1. Reaction SMILES: [BrH:60].[C:46]([O:47][BH-:48]([O:49][C:50](=[O:51])[CH3:52])[O:53][C:54](=[O:55])[CH3:56])(=[O:57])[CH3:58].[CH2:18]([CH3:19])[N:20]([CH2:21][CH2:22][N:23]([C:24]([CH2:25][CH2:26][O:27][CH2:28][CH2:29][c:30]1[cH:31][c:32]2[cH:33][cH:34][cH:35][cH:36][c:37]2[cH:38][cH:39]1)=[O:40])[CH2:41][CH:42]=[O:43])[CH2:44][CH3:45].[CH3:61][N:62]1[CH2:63][CH2:64][CH2:65][C:66]1=[O:67].[CH3:68][OH:69].[CH3:73][CH2:74][OH:75].[Cl:70][CH2:71][Cl:72].[ClH:1].[NH2:2][CH2:3][CH2:4][c:5]1[cH:6][cH:7][c:8]([OH:15])[c:9]2[nH:10][c:11](=[O:14])[s:12][c:13]12.[Na+:17].[Na+:59].[OH-:16].[OH2:76]>>[NH:2]([CH2:3][CH2:4][c:5]1[cH:6][cH:7][c:8]([OH:15])[c:9]2[nH:10][c:11](=[O:14])[s:12][c:13]12)[CH2:42][CH2:41][N:23]([CH2:22][CH2:21][N:20]([CH2:18][CH3:19])[CH2:44][CH3:45])[C:24]([CH2:25][CH2:26][O:27][CH2:28][CH2:29][c:30]1[cH:31][c:32]2[cH:33][cH:34][cH:35][cH:36][c:37]2[cH:38][cH:39]1)=[O:40]. The reactants are CCO, CCOC(=O)COc1ccc(C2=NNC(=O)NC2C)cc1Cl, NN, O. Yields the product CC1NC(=O)NN=C1c1ccc(OCC(=O)NN)c(Cl)c1. As a reaction SMILES: [CH3:26][CH2:27][OH:28].[Cl:1][c:2]1[c:3]([O:4][CH2:5][C:6](=[O:7])[O:8][CH2:9][CH3:10])[cH:11][cH:12][c:13]([C:15]2=[N:20][NH:19][C:18](=[O:21])[NH:17][CH:16]2[CH3:22])[cH:14]1.[NH2:24][NH2:25].[OH2:23]>>[Cl:1][c:2]1[c:3]([O:4][CH2:5][C:6](=[O:7])[NH:24][NH2:25])[cH:11][cH:12][c:13]([C:15]2=[N:20][NH:19][C:18](=[O:21])[NH:17][CH:16]2[CH3:22])[cH:14]1. RXN SMILES: [CH2:22]([CH2:23][CH2:24][CH3:25])[Sn:26]([CH2:27][CH2:28][CH2:29][CH3:30])([CH2:31][CH2:32][CH2:33][CH3:34])[Cl:35].[CH2:36]1[O:37][CH2:38][CH2:39][CH2:40]1.[CH:14]([N-:15][CH:16]([CH3:17])[CH3:18])([CH3:19])[CH3:20].[Li+:21].[o:1]1[c:2]([P:6]([O:7][CH2:8][CH3:9])(=[O:10])[O:11][CH2:12][CH3:13])[cH:3][cH:4][cH:5]1>>[o:1]1[c:2]([P:6]([O:7][CH2:8][CH3:9])(=[O:10])[O:11][CH2:12][CH3:13])[cH:3][cH:4][c:5]1[Sn:26]([CH2:22][CH2:23][CH2:24][CH3:25])([CH2:27][CH2:28][CH2:29][CH3:30])[CH2:31][CH2:32][CH2:33][CH3:34]. Reactants: CCCC[Sn](Cl)(CCCC)CCCC, C1CCOC1, CC(C)[N-]C(C)C, [Li+], CCOP(=O)(OCC)c1ccco1. Product: CCCC[Sn](CCCC)(CCCC)c1ccc(P(=O)(OCC)OCC)o1. The reactants are tetrakis(triphenylphosphine)palladium[0], IC1=NN(C2=CC=C(C=C12)NS(=O)(=O)C1=C(C=CC=C1)S(=O)(=O)C)C(=O)OC(C)(C)C (tert-butyl 3-iodo-5-(2-methylsulfonylbenzenesulfonylamino)indazole-1-carboxylate), C(O)([O-])=O.[Na+] (sodium hydrogencarbonate), B(C1=CSC2=CC=CC=C12)(O)O (thianaphthene-3-boronic acid), saturated aqueous solution, solid. Run in CN(C=O)C (dimethylformamide). Yields the product S1C2=C(C(=C1)C1=NNC3=CC=C(C=C13)NS(=O)(=O)C1=C(C=CC=C1)S(=O)(=O)C)C=CC=C2 (N-(3-benzo[b]thiophen-3-yl-1H-indazol-5-yl)-2-methylsulfonylbenzenesulfonamide). The yield is 35.8%. As a reaction SMILES: I[C:2]1[C:10]2[C:5](=[CH:6][CH:7]=[C:8]([NH:11][S:12]([C:15]3[CH:20]=[CH:19][CH:18]=[CH:17][C:16]=3[S:21]([CH3:24])(=[O:23])=[O:22])(=[O:14])=[O:13])[CH:9]=2)[N:4](C(OC(C)(C)C)=O)[N:3]=1.B(O)(O)[C:33]1[C:41]2[C:36](=[CH:37][CH:38]=[CH:39][CH:40]=2)[S:35][CH:34]=1.C(=O)([O-])O.[Na+]>CN(C)C=O>[S:35]1[CH:34]=[C:33]([C:2]2[C:10]3[C:5](=[CH:6][CH:7]=[C:8]([NH:11][S:12]([C:15]4[CH:20]=[CH:19][CH:18]=[CH:17][C:16]=4[S:21]([CH3:24])(=[O:23])=[O:22])(=[O:14])=[O:13])[CH:9]=3)[NH:4][N:3]=2)[C:41]2[CH:40]=[CH:39][CH:38]=[CH:37][C:36]1=2 |f:2.3|. Procedure details: N-(3-Benzo[b]thiophen-3-yl-1H-indazol-5-yl)-2-methylsulfonylbenzenesulfonamide can be obtained as described in Example 59 from 0.5 g of tert-butyl 3-iodo-5-(2-methylsulfonylbenzenesulfonylamino)indazole-1-carboxylate, 300 mg thianaphthene-3-boronic acid, 20 ml of dimethylformamide, 1.9 ml of saturated aqueous solution of sodium hydrogencarbonate and 25 mg of tetrakis(triphenylphosphine)palladium[0]. 150 mg of N-(3-benzo[b]thiophen-3-yl-1H-indazol-5-yl)-2-methylsulfonylbenzenesulfonamide are thus... Starting materials: CCc1cc(Br)ccc1O, O=C([O-])[O-], CC(C)I, [K+], [K+], CN(C)C=O. The product is CCc1cc(Br)ccc1OC(C)C. RXN SMILES: [Br:11][c:12]1[cH:13][c:14]([CH2:19][CH3:20])[c:15]([OH:18])[cH:16][cH:17]1.[C:1](=[O:2])([O-:3])[O-:4].[I:7][CH:8]([CH3:9])[CH3:10].[K+:5].[K+:6].[O:21]=[CH:22][N:23]([CH3:24])[CH3:25]>>[CH:8]([CH3:9])([CH3:10])[O:18][c:15]1[c:14]([CH2:19][CH3:20])[cH:13][c:12]([Br:11])[cH:17][cH:16]1. The reactants are N(=O)[O-].[Na+] (sodium nitrite), C(#CCCCC)C1=C(C=CC=C1)N (2-(1-hexynyl)benzeneamine), O (water), O (water), ice. The solvent is Cl (hydrochloric acid). Reaction conditions: temperature 0 celsius, time 90 minute. Yields the product C(CCC)C=1N=NC2=CC=CC=C2C1O (3-butyl-4-hydroxy cinnoline). Reaction SMILES: [N:1]([O-])=O.[Na+].[C:5]([C:11]1[CH:16]=[CH:15][CH:14]=[CH:13][C:12]=1[NH2:17])#[C:6][CH2:7][CH2:8][CH2:9][CH3:10].[OH2:18]>Cl>[CH2:7]([C:6]1[N:1]=[N:17][C:12]2[C:11]([C:5]=1[OH:18])=[CH:16][CH:15]=[CH:14][CH:13]=2)[CH2:8][CH2:9][CH3:10] |f:0.1|. Procedure: A solution of 2 g of sodium nitrite in 60 ml of water was added at 0° C. to a suspension at 0° C. of 3.2 g of the product of Step A in 100 ml of concentrated hydrochloric acid, and the mixture was stirred for 90 minutes at 0° C., then for one hour at 100° C. The reaction medium was poured into 100 ml of ice-cooled water, separated and washed with ice-cooled water. The moist product was taken up in 100 ml of water and alkalized with concentrated ammonium hydroxide. After separation, the residue w...